The task is: describe an organic reaction: reactants, conditions, products, and yield. This data is from the Open Reaction Database (ORD), a public repository of structured organic reaction records. Reactants: Cl (Hydrochloric acid), C(O)([O-])=O.[Na+] (sodium hydrogen carbonate), FC1=C(C=C(C=C2C(OC(OC2=O)(C)C)=O)C=C1)OC (5-(4-fluoro-3-methoxybenzylidene)-2,2-dimethyl-1,3-dioxane-4,6-dione), solution, C1(CC1)[Mg]Br (cyclopropylmagnesium bromide). The solvent is C1CCOC1 (THF), C1CCOC1 (THF). Reaction conditions: time 1 hour. Product: C1(CC1)C(C1C(OC(OC1=O)(C)C)=O)C1=CC(=C(C=C1)F)OC (5-(cyclopropyl(4-fluoro-3-methoxyphenyl)methyl)-2,2-dimethyl-1,3-dioxane-4,6-dione). As a reaction SMILES: [F:1][C:2]1[CH:18]=[CH:17][C:5]([CH:6]=[C:7]2[C:12](=[O:13])[O:11][C:10]([CH3:15])([CH3:14])[O:9][C:8]2=[O:16])=[CH:4][C:3]=1[O:19][CH3:20].[CH:21]1([Mg]Br)[CH2:23][CH2:22]1.Cl.C(=O)([O-])O.[Na+]>C1COCC1>[CH:21]1([CH:6]([C:5]2[CH:17]=[CH:18][C:2]([F:1])=[C:3]([O:19][CH3:20])[CH:4]=2)[CH:7]2[C:8](=[O:16])[O:9][C:10]([CH3:15])([CH3:14])[O:11][C:12]2=[O:13])[CH2:23][CH2:22]1 |f:3.4|. Procedure: Under an argon atmosphere, to a solution of (5-(4-fluoro-3-methoxybenzylidene)-2,2-dimethyl-1,3-dioxane-4,6-dione (3.00 g) in THF (20 mL) was added dropwise a 1.0 M solution of cyclopropylmagnesium bromide in THF (53.5 mL) at 0° C., and the mixture was stirred for 1 hr. 3N Hydrochloric acid (30 mL) was added to the reaction mixture, and the mixture was stirred for 15 min. The reaction mixture was neutralized with saturated aqueous sodium hydrogen carbonate solution, and extracted with ethyl acet... Starting materials: CN1CCCC1=O, CN1CCc2[nH]c3c(Cl)cc(Cl)cc3c2C1, C=Cc1ccc(C(F)(F)F)nc1, [K+], [OH-]. The product is CN1CCc2c(c3cc(Cl)cc(Cl)c3n2CCc2ccc(C(F)(F)F)nc2)C1. Reaction SMILES: [CH3:31][N:32]1[CH2:33][CH2:34][CH2:35][C:36]1=[O:37].[Cl:1][c:2]1[cH:3][c:4]([Cl:16])[cH:5][c:6]2[c:7]3[c:8]([nH:9][c:10]12)[CH2:11][CH2:12][N:13]([CH3:15])[CH2:14]3.[F:17][C:18]([c:19]1[n:20][cH:21][c:22]([CH:25]=[CH2:26])[cH:23][cH:24]1)([F:27])[F:28].[K+:30].[OH-:29]>>[Cl:1][c:2]1[cH:3][c:4]([Cl:16])[cH:5][c:6]2[c:7]3[c:8]([n:9]([CH2:26][CH2:25][c:22]4[cH:21][n:20][c:19]([C:18]([F:17])([F:27])[F:28])[cH:24][cH:23]4)[c:10]12)[CH2:11][CH2:12][N:13]([CH3:15])[CH2:14]3. Reactants: CCN(C(C)C)C(C)C (DIEA), N1=CN(C2=NC=CC=C21)CC2=CC1=C(N=C(S1)S(=O)C)C=C2 (6-((3H-imidazo[4,5-b]pyridin-3-yl)methyl)-2-(methylsulfinyl)benzo[d]thiazole), N1=CN(C2=NC=CC=C21)CC2=CC1=C(N=C(S1)S(=O)(=O)C)C=C2 (6-((3H-imidazo[4,5-b]pyridin-3-yl)methyl)-2-(methylsulfonyl)benzo[d]thiazole), N[C@H]1[C@@H](CCCC1)CO (((1R,2R)-2-aminocyclohexyl)methanol). Run in CC(=O)N(C)C (DMA). Reaction conditions: temperature 120 celsius, time 4.5 hour. Yields the product N1=CN(C2=NC=CC=C21)CC2=CC1=C(N=C(S1)N[C@H]1[C@@H](CCCC1)CO)C=C2 (((1R,2R)-2-((6-((3H-imidazo[4,5-b]pyridin-3-yl)methyl)benzo[d]thiazol-2-yl)amino)cyclohexyl)methanol). As a reaction SMILES: [N:1]1[C:9]2[C:4](=[N:5][CH:6]=[CH:7][CH:8]=2)[N:3]([CH2:10][C:11]2[CH:22]=[CH:21][C:14]3[N:15]=[C:16](S(C)=O)[S:17][C:13]=3[CH:12]=2)[CH:2]=1.N1C2C(=NC=CC=2)N(CC2C=CC3N=C(S(C)(=O)=O)SC=3C=2)C=1.[NH2:46][C@@H:47]1[CH2:52][CH2:51][CH2:50][CH2:49][C@H:48]1[CH2:53][OH:54].CCN(C(C)C)C(C)C>CC(N(C)C)=O>[N:1]1[C:9]2[C:4](=[N:5][CH:6]=[CH:7][CH:8]=2)[N:3]([CH2:10][C:11]2[CH:22]=[CH:21][C:14]3[N:15]=[C:16]([NH:46][C@@H:47]4[CH2:52][CH2:51][CH2:50][CH2:49][C@H:48]4[CH2:53][OH:54])[S:17][C:13]=3[CH:12]=2)[CH:2]=1. Procedure: A 4:1 mixture of 6-((3H-imidazo[4,5-b]pyridin-3-yl)methyl)-2-(methylsulfinyl)benzo[d]thiazole and 6-((3H-imidazo[4,5-b]pyridin-3-yl)methyl)-2-(methylsulfonyl)benzo[d]thiazole (120 mg) from Step 2 of Example 63 was dissolved in anhydrous DMA (2 mL), and then ((1R,2R)-2-aminocyclohexyl)methanol (180 mg, 1.40 mmol) from Step 1 of this Example and DIEA (188 mg, 1.46 mmol) were added. The reaction vessel was sealed and the mixture was heated with stirring at 120° C. for 4.5 h. After cooling to rt, th... Reactants: N[C@@H](CCCCN)C(=O)NC(CC=CCC(=O)O)C(=O)O (6-(L-lysylamino) 3-heptenedioic acid), Cl (hydrochloric acid). The reagents and catalysts are [Pd] (palladium). The solvent is C(C)O (ethanol). The product is N[C@@H](CCCCN)C(=O)NC(C(=O)O)CCCCC(=O)O (2-(L-lysylamino)-heptanedioic acid). The yield is 82.9%. RXN SMILES: [NH2:1][C@H:2]([C:8]([NH:10][CH:11]([C:19]([OH:21])=[O:20])[CH2:12][CH:13]=[CH:14][CH2:15][C:16]([OH:18])=[O:17])=[O:9])[CH2:3][CH2:4][CH2:5][CH2:6][NH2:7].Cl>C(O)C.[Pd]>[NH2:1][C@H:2]([C:8]([NH:10][CH:11]([CH2:12][CH2:13][CH2:14][CH2:15][C:16]([OH:18])=[O:17])[C:19]([OH:21])=[O:20])=[O:9])[CH2:3][CH2:4][CH2:5][CH2:6][NH2:7]. Reported procedure: 678 mg of 6-(L-lysylamino) 3-heptenedioic acid prepared as in Example 9 were dissolved at ambient temperature in 70 ml of ethanol and 2.1 ml of N hydrochloric acid and then 140 mg of palladium on active carbon were added, followed by hydrogenation under 1100 millibars for an hour and a half. The residue, after filtering, was evaporated to dryness, rinsed with ethanol then with water, dried and concentrated to dryness under reduced pressure. The residue was dissolved in water, and the pH was adju... Reactants: ( d ), ClC1=CC=CC=C1 (chlorobenzene), C(C)(=O)N1CCC(C(=O)Cl)CC1 (1-acetylisonipecotoyl chloride), [Cl-].[Al+3].[Cl-].[Cl-] (aluminum chloride). Yields the product Cl.ClC1=CC=C(C(=O)C2CCNCC2)C=C1 (4-(4-chlorobenzoyl)piperidine hydrochloride). Reaction SMILES: C([N:4]1[CH2:12][CH2:11][CH:7]([C:8]([Cl:10])=[O:9])[CH2:6][CH2:5]1)(=O)C.[Cl-].[Al+3].[Cl-].[Cl-].[Cl:17][C:18]1[CH:23]=[CH:22][CH:21]=[CH:20][CH:19]=1>>[ClH:10].[Cl:17][C:18]1[CH:23]=[CH:22][C:21]([C:8]([CH:7]2[CH2:6][CH2:5][NH:4][CH2:12][CH2:11]2)=[O:9])=[CH:20][CH:19]=1 |f:1.2.3.4,6.7|. Procedure details: By following the manipulative procedures described above in Example 1(c), and (d), 37.4 g of 1-acetylisonipecotoyl chloride, [Example 1(b)] and 40 g of aluminum chloride in 90 ml of chlorobenzene are reacted to produce 4-(4-chlorobenzoyl)piperidine hydrochloride. The salt is recrystallized thrice from an ethanol-ether mixture to give a white product, mp 233°-235° C. The reactants are CC(=O)Cc1ccccc1Cl, ClCCl, O=[Cr](=O)([O-])Cl, c1ccncc1, c1cc[nH+]cc1. The product is CC(=O)C(=O)c1ccccc1Cl. As a reaction SMILES: [Cl:1][c:2]1[c:3]([CH2:8][C:9]([CH3:10])=[O:11])[cH:4][cH:5][cH:6][cH:7]1.[Cl:29][CH2:30][Cl:31].[O:12]=[Cr:13]([Cl:14])([O-:15])=[O:16].[cH:23]1[cH:24][cH:25][n:26][cH:27][cH:28]1.[nH+:17]1[cH:18][cH:19][cH:20][cH:21][cH:22]1>>[Cl:1][c:2]1[c:3]([C:8]([C:9]([CH3:10])=[O:11])=[O:12])[cH:4][cH:5][cH:6][cH:7]1. Reactants: [Al+3], COc1ccccc1, [Cl-], [Cl-], [Cl-], O=C(Cl)CCc1ccc([N+](=O)[O-])cc1. The product is COc1ccc(C(=O)CCc2ccc([N+](=O)[O-])cc2)cc1. As a reaction SMILES: [Al+3:24].[CH3:15][O:16][c:17]1[cH:18][cH:19][cH:20][cH:21][cH:22]1.[Cl-:23].[Cl-:25].[Cl-:26].[N+:1](=[O:2])([O-:3])[c:4]1[cH:5][cH:6][c:7]([CH2:10][CH2:11][C:12](=[O:13])[Cl:14])[cH:8][cH:9]1>>[N+:1](=[O:2])([O-:3])[c:4]1[cH:5][cH:6][c:7]([CH2:10][CH2:11][C:12](=[O:13])[c:20]2[cH:19][cH:18][c:17]([O:16][CH3:15])[cH:22][cH:21]2)[cH:8][cH:9]1.